describe an organic reaction: reactants, conditions, products, and yield From a dataset of the Open Reaction Database (ORD), a public repository of structured organic reaction records. Reactants: ClC=1C=NC2=C(C(=CC=C2C1)Cl)CCl (3,7-dichloro-8-chloromethylquinoline), Cl.NO (hydroxylamine hydrochloride), C(=O)[O-].[Na+] (sodium formate). Run in C(=O)O (formic acid), O (water). The product is ClC=1C=NC2=C(C(=CC=C2C1)Cl)C#N (3,7-dichloro-8-cyanoquinoline). RXN SMILES: [Cl:1][C:2]1[CH:3]=[N:4][C:5]2[C:10]([CH:11]=1)=[CH:9][CH:8]=[C:7]([Cl:12])[C:6]=2[CH2:13]Cl.Cl.[NH2:16]O.C([O-])=O.[Na+]>C(O)=O.O>[Cl:1][C:2]1[CH:3]=[N:4][C:5]2[C:10]([CH:11]=1)=[CH:9][CH:8]=[C:7]([Cl:12])[C:6]=2[C:13]#[N:16] |f:1.2,3.4|. Reported procedure: 28.1 parts of 3,7-dichloro-8-chloromethylquinoline (Example 1), 6.95 parts of hydroxylamine hydrochloride and 13.6 parts of sodium formate in 200 ml of formic acid and 60 ml of water were stirred at 100° C. for 12 hours. The reaction solution was poured onto ice and the precipitated solid was filtered off with suction, washed neutral with water and dried. 19 parts of 3,7-dichloro-8-cyanoquinoline of melting point 222° C. were obtained. The yield corresponds to 78.5% of theory.